The task is: describe an organic reaction: reactants, conditions, products, and yield. This data is from the Open Reaction Database (ORD), a public repository of structured organic reaction records. The reactants are 1,3(N-3',6'-dimethylcarbazolyl)propane, Cl.CC1=CC=C(C=C1)NN (p-methylphenylhydrazine hydrochloride), CC1CCC(CC1)=O (4-methylcyclohexanone). Run in C(C)O (ethanol). Conditions: temperature 0 celsius. Product: CC1CCC=2NC3=CC=C(C=C3C2C1)C (3,6-dimethyl-1,2,3,4-tetrahydrocarbazole). The yield is 66.2%. RXN SMILES: Cl.[CH3:2][C:3]1[CH:8]=[CH:7][C:6]([NH:9]N)=[CH:5][CH:4]=1.[CH3:11][CH:12]1[CH2:17][CH2:16][C:15](=O)[CH2:14][CH2:13]1>C(O)C>[CH3:2][CH:3]1[CH2:8][C:7]2[C:16]3[C:15](=[CH:14][CH:13]=[C:12]([CH3:11])[CH:17]=3)[NH:9][C:6]=2[CH2:5][CH2:4]1 |f:0.1|. Reported procedure: Bis-1,3(N-3',6'-dimethylcarbazolyl)propane. A mixture of 25.0 g (157 mmol) of p-methylphenylhydrazine hydrochloride and 17.6 g (157 mmol) of 4-methylcyclohexanone was stirred overnight in 75 ml of 95% ethanol. The mixture was cooled to 0° C, filtered, and the product recrystallized from ethanol/water to give 20.7 g (66%) of 3,6-dimethyl-1,2,3,4-tetrahydrocarbazole, mp 118.5°-20° C (lit. mp 112° C). Starting materials: ClCCl, O=C(O)C(F)(F)F, CC(C)(C)OC(=O)N1CC(O)C(CNC(=O)OCc2ccccc2)C1. Yields the product O=C(NCC1CNCC1O)OCc1ccccc1. As a reaction SMILES: [Cl:33][CH2:34][Cl:35].[F:26][C:27]([F:28])([F:29])[C:30]([OH:31])=[O:32].[OH:1][CH:2]1[CH2:3][N:4]([C:19]([O:20][C:21]([CH3:22])([CH3:23])[CH3:24])=[O:25])[CH2:5][CH:6]1[CH2:7][NH:8][C:9](=[O:10])[O:11][CH2:12][c:13]1[cH:14][cH:15][cH:16][cH:17][cH:18]1>>[OH:1][CH:2]1[CH2:3][NH:4][CH2:5][CH:6]1[CH2:7][NH:8][C:9](=[O:10])[O:11][CH2:12][c:13]1[cH:14][cH:15][cH:16][cH:17][cH:18]1. Solvent: CCOC(=O)C.CO (EtOAc MeOH), O1CCOCC1 (1,4 dioxane). Reaction conditions: temperature 50 celsius. Reported procedure: To a stirred solution of 3,5-Diamino-6-chloro-pyrazine-2-carboxylic acid [(R)-4-[3-(4-hydroxy-phenyl)-propyl]-imidazolidin-(2E)-ylidene]-amide (Ex. 17) (1.0 g, 2.57 mmol) in 1,4 dioxane (38 ml) at 50° C. is added in one portion 0.5 M KOH (5.3 ml, 2.7 mmol) followed by (S)-(−)-Glycidiol (0.170 ml, 2.57 mmol). The resulting mixture is heated at 50° C. for 18 hours and then further (S)-(−)-Glycidiol (0.07 ml, 1.05 mmol) is added in one portion. The resulting mixture is heated at 50° C. for 60 hours... The product is O[C@H](COC1=CC=C(C=C1)CCC[C@H]1N\C(\NC1)=N/C(=O)C1=NC(=C(N=C1N)N)Cl)CO (3,5-Diamino-6-chloro-pyrazine-2-carboxylic acid [(R)-4-{3-[4-((S)-2,3-dihydroxy-propoxy)-phenyl]-propyl}-imidazolidin-(2Z)-ylidene]-amide). Reaction SMILES: [OH:1][C:2]1[CH:7]=[CH:6][C:5]([CH2:8][CH2:9][CH2:10][C@@H:11]2[CH2:15][NH:14]/[C:13](=[N:16]\[C:17]([C:19]3[C:24]([NH2:25])=[N:23][C:22]([NH2:26])=[C:21]([Cl:27])[N:20]=3)=[O:18])/[NH:12]2)=[CH:4][CH:3]=1.[OH-:28].[K+]>O1CCOCC1.CCOC(C)=O.CO>[OH:28][C@@H:3]([CH2:2][OH:1])[CH2:4][O:1][C:2]1[CH:7]=[CH:6][C:5]([CH2:8][CH2:9][CH2:10][C@@H:11]2[CH2:15][NH:14]/[C:13](=[N:16]/[C:17]([C:19]3[C:24]([NH2:25])=[N:23][C:22]([NH2:26])=[C:21]([Cl:27])[N:20]=3)=[O:18])/[NH:12]2)=[CH:4][CH:3]=1 |f:1.2,4.5|. Reactants: OC1=CC=C(C=C1)CCC[C@H]1N\C(\NC1)=N\C(=O)C1=NC(=C(N=C1N)N)Cl (3,5-Diamino-6-chloro-pyrazine-2-carboxylic acid [(R)-4-[3-(4-hydroxy-phenyl)-propyl]-imidazolidin-(2E)-ylidene]-amide), [OH-].[K+] (KOH). Reactants: [N+](=O)([O-])C1=C(C(=O)O)C=C(C=C1)Cl (2-nitro-5-chlorobenzoic acid), C(C1=CC=CC=C1)N1CCNCC1 (N-benzylpiperazine). Run in C(C)(=O)OCC (ethyl acetate). Run at temperature 120 celsius, time 6 hour. The product is [N+](=O)([O-])C1=C(C(=O)O)C=C(C=C1)N1CCN(CC1)CC1=CC=CC=C1 (2-Nitro-5-(4-benzylpiperazin-1-yl)benzoic acid). As a reaction SMILES: [N+:1]([C:4]1[CH:12]=[CH:11][C:10](Cl)=[CH:9][C:5]=1[C:6]([OH:8])=[O:7])([O-:3])=[O:2].[CH2:14]([N:21]1[CH2:26][CH2:25][NH:24][CH2:23][CH2:22]1)[C:15]1[CH:20]=[CH:19][CH:18]=[CH:17][CH:16]=1>C(OCC)(=O)C>[N+:1]([C:4]1[CH:12]=[CH:11][C:10]([N:24]2[CH2:25][CH2:26][N:21]([CH2:14][C:15]3[CH:16]=[CH:17][CH:18]=[CH:19][CH:20]=3)[CH2:22][CH2:23]2)=[CH:9][C:5]=1[C:6]([OH:8])=[O:7])([O-:3])=[O:2]. Procedure: The mixture of 20 g of 2-nitro-5-chlorobenzoic acid and 50 mL of N-benzylpiperazine is stirred at 120° C. for 6 hours. To the reaction mixture 250 mL of ethyl acetate is added. The precipitated yellow crystalline material is filtered off, dissolved in 200 mL of water. The pH of the mixture is adjusted to 6 with acetic acid. The precipitated material is filtered off, washed with water and dried, to obtain 30 g of the title compound. M.p.: 172° C. Starting materials: O=C(CC(=O)OCC)C(F)(F)F (Ethyl 3-oxo-4,4,4-trifluorobutyrate), C(C1=CC=CC=C1)O (benzyl alcohol). Run in C(C)O (ethanol). Yields the product O=C(CC(=O)OCC1=CC=CC=C1)C(F)(F)F (Benzyl 3-oxo-4,4,4-trifluorobutyrate). Isolated yield 78.0%. Reaction SMILES: [O:1]=[C:2]([C:9]([F:12])([F:11])[F:10])[CH2:3][C:4]([O:6][CH2:7][CH3:8])=[O:5].C(O)[C:14]1[CH:19]=[CH:18]C=[CH:16][CH:15]=1>C(O)C>[O:1]=[C:2]([C:9]([F:10])([F:11])[F:12])[CH2:3][C:4]([O:6][CH2:7][C:8]1[CH:18]=[CH:19][CH:14]=[CH:15][CH:16]=1)=[O:5]. Procedure: Ethyl 3-oxo-4,4,4-trifluorobutyrate (25 g, 0.136 mole) was heated between 100° and 180° C. under nitrogen with benzyl alcohol (14 ml, 0.136 mole) for 3 hours, the ethanol formed being distilled from the reaction mixture. The resulting pale yellow oil was distilled under vacuum to give a colourless oil (26.1 g, 78%), b.p. 81°-82° C. at 0.20 mm Hg. The reactants are CCCCCC (hexane), ClCC(=O)C1=CC(=C(C(=C1)C(C)C)O)C(C)C (2-chloro-1-(4-hydroxy-3,5-di-isopropylphenyl)-ethanone), [I-].[Na+] (sodium iodide). Run in COCCOC (1,2-dimethoxyethane), COCCOC (1,2-dimethoxyethane). Conditions: time 16 hour. Yields the product OC1=C(C=C(C=C1C(C)C)C(CI)=O)C(C)C (1-(4-hydroxy-3,5-di-isopropylphenyl)-2-iodo-ethanone). Yield: 70.0%. As a reaction SMILES: Cl[CH2:2][C:3]([C:5]1[CH:10]=[C:9]([CH:11]([CH3:13])[CH3:12])[C:8]([OH:14])=[C:7]([CH:15]([CH3:17])[CH3:16])[CH:6]=1)=[O:4].[I-:18].[Na+].CCCCCC>COCCOC>[OH:14][C:8]1[C:9]([CH:11]([CH3:13])[CH3:12])=[CH:10][C:5]([C:3](=[O:4])[CH2:2][I:18])=[CH:6][C:7]=1[CH:15]([CH3:17])[CH3:16] |f:1.2|. Procedure: To a solution of 50.95 g (200 mmol) of 2-chloro-1-(4-hydroxy-3,5-di-isopropylphenyl)-ethanone in 250 ml of 1,2-dimethoxyethane, a solution of 30.94 g (206 mmol) of sodium iodide in 250 ml of 1,2-dimethoxyethane is added dropwise at room temperature. After the addition, stirring is continued for 16 hours at room temperature. Then 100 ml of hexane is added and, after stirring for additional 15 minutes, the precipitated salts are removed by filtration. The obtained solution is evaporated and the re... Reactants: CN1C(=O)Cc2ccc(Br)cc21, O=C([O-])[O-], CC#N, [K+], [K+], CC(C)(C)OC(=O)NC1(C(=O)NC(Cc2ccc(B3OC(C)(C)C(C)(C)O3)cc2)C(N)=O)CCOCC1. Product: CN1C(=O)Cc2ccc(-c3ccc(CC(NC(=O)C4(NC(=O)OC(C)(C)C)CCOCC4)C(N)=O)cc3)cc21. RXN SMILES: [Br:38][c:39]1[cH:40][cH:41][c:42]2[c:46]([cH:47]1)[N:45]([CH3:48])[C:44](=[O:49])[CH2:43]2.[C:50](=[O:51])([O-:52])[O-:53].[CH3:56][C:57]#[N:58].[K+:54].[K+:55].[NH2:1][C:2]([CH:3]([CH2:4][c:5]1[cH:6][cH:7][c:8]([B:11]2[O:12][C:13]([CH3:14])([CH3:15])[C:16]([CH3:17])([CH3:18])[O:19]2)[cH:9][cH:10]1)[NH:20][C:21](=[O:22])[C:23]1([NH:29][C:30]([O:31][C:32]([CH3:33])([CH3:34])[CH3:35])=[O:36])[CH2:24][CH2:25][O:26][CH2:27][CH2:28]1)=[O:37]>>[NH2:1][C:2]([CH:3]([CH2:4][c:5]1[cH:6][cH:7][c:8](-[c:39]2[cH:40][cH:41][c:42]3[c:46]([cH:47]2)[N:45]([CH3:48])[C:44](=[O:49])[CH2:43]3)[cH:9][cH:10]1)[NH:20][C:21](=[O:22])[C:23]1([NH:29][C:30]([O:31][C:32]([CH3:33])([CH3:34])[CH3:35])=[O:36])[CH2:24][CH2:25][O:26][CH2:27][CH2:28]1)=[O:37]. The reactants are Intermediate 16, C(C)OC(CC=1N=C(OC1)C1=CC=C(C=C1)O)=O ([2-(4-Hydroxy-phenyl)-oxazol-4-yl]-acetic acid ethyl ester), C(C)OC(CC=1N=C(OC1)C1=CC=C(C=C1)O)=O ([2-(4-Hydroxy-phenyl)-oxazol-4-yl]-acetic acid ethyl ester), Cl.ClCC=1N=CSC1 (4-(chloromethyl)thiazole hydrochloride). Yields the product C(C)OC(CC=1N=C(OC1)C1=CC=C(C=C1)OCC=1N=CSC1)=O ({2-[4-(Thiazol-4-ylmethoxy)-phenyl]-oxazol-4-yl}-acetic acid ethyl ester). RXN SMILES: [CH2:1]([O:3][C:4](=[O:18])[CH2:5][C:6]1[N:7]=[C:8]([C:11]2[CH:16]=[CH:15][C:14]([OH:17])=[CH:13][CH:12]=2)[O:9][CH:10]=1)[CH3:2].Cl.Cl[CH2:21][C:22]1[N:23]=[CH:24][S:25][CH:26]=1>>[CH2:1]([O:3][C:4](=[O:18])[CH2:5][C:6]1[N:7]=[C:8]([C:11]2[CH:16]=[CH:15][C:14]([O:17][CH2:21][C:22]3[N:23]=[CH:24][S:25][CH:26]=3)=[CH:13][CH:12]=2)[O:9][CH:10]=1)[CH3:2] |f:1.2|. Procedure: The title compound is prepared in a manner substantially similar to Intermediate 16 from [2-(4-Hydroxy-phenyl)-oxazol-4-yl]-acetic acid ethyl ester (See Intermediate 64) and 4-(chloromethyl)thiazole hydrochloride except KI (2 eq.) is also added. MS (m/e): 345.2 (M+1) The reactants are FC1=C(C=O)C=C(C=C1)C(F)(F)F (2-fluoro-5-(trifluoromethyl)benzaldehyde), S(=O)(=O)(C1=CC=C(C)C=C1)C[N+]#[C-] (tosylmethylisocyanide), [C-]#N.[Na+] (NaCN). Yields the product FC1=C(C=C(C=C1)C(F)(F)F)[C@@H]1[C@H](N=CO1)S(=O)(=O)C1=CC=C(C=C1)C ((4R*,5R*)-5-(2-Fluoro-5-trifluoromethyl-phenyl)-4-(toluene-4-sulfonyl)-4,5-dihydro-oxazole). As a reaction SMILES: [F:1][C:2]1[CH:9]=[CH:8][C:7]([C:10]([F:13])([F:12])[F:11])=[CH:6][C:3]=1[CH:4]=[O:5].[S:14]([CH2:24][N+:25]#[C-:26])([C:17]1[CH:23]=[CH:22][C:20]([CH3:21])=[CH:19][CH:18]=1)(=[O:16])=[O:15].[C-]#N.[Na+]>>[F:1][C:2]1[CH:9]=[CH:8][C:7]([C:10]([F:11])([F:12])[F:13])=[CH:6][C:3]=1[C@H:4]1[O:5][CH:26]=[N:25][C@@H:24]1[S:14]([C:17]1[CH:23]=[CH:22][C:20]([CH3:21])=[CH:19][CH:18]=1)(=[O:16])=[O:15] |f:2.3|. Reported procedure: In a manner analogous to Preparation 1, 2-fluoro-5-(trifluoromethyl)benzaldehyde (0.26 g, 1.47 mmol), tosylmethylisocyanide (0.27 g, 1.40 mmol) and NaCN (6.9 mg, 0.14 mmol) gave the desired compound as a tan solid. 1H NMR (300 MHz, CDCl3) δ 2.48 (s, 3H), 5.10-5.14 (dd, 1H), 6.12-6.16 (dd, 1H), 7.16-7.20 d, 2H), 7.40-7.44 (dd, 2H), 7.52-7.56 (d, 1H), 7.66-7.70 (d, 1H), 7.88-7.92 (dd, 2H). The reactants are CC(=O)[O-], CC(=O)[O-], CC(=O)O, [Cu+2], [K+], [K+], Cc1cc(N)n(C)n1, O=C([O-])[O-], CN(C)C=O, O, O=C(O)c1ccccc1I. The product is Cc1cc(Nc2ccccc2C(=O)O)n(C)n1. As a reaction SMILES: [C:30]([O-:31])(=[O:32])[CH3:33].[C:35]([O-:36])(=[O:37])[CH3:38].[CH3:39][C:40](=[O:41])[OH:42].[Cu+2:34].[K+:24].[K+:25].[NH2:11][c:12]1[cH:13][c:14]([CH3:18])[n:15][n:16]1[CH3:17].[O-:26][C:27]([O-:28])=[O:29].[O:19]=[CH:20][N:21]([CH3:22])[CH3:23].[OH2:43].[OH:1][C:2](=[O:3])[c:4]1[cH:5][cH:6][cH:7][cH:8][c:9]1[I:10]>>[OH:1][C:2](=[O:3])[c:4]1[cH:5][cH:6][cH:7][cH:8][c:9]1[NH:11][c:12]1[cH:13][c:14]([CH3:18])[n:15][n:16]1[CH3:17].